Task: describe an organic reaction: reactants, conditions, products, and yield. Dataset: the Open Reaction Database (ORD), a public repository of structured organic reaction records Starting materials: C(CC(O)(C(=O)O)CC(=O)O)(=O)O (Citric acid), C(C)(C)N(CC)C(C)C (Diisopropylethylamine), C1(=CC=CC=C1)S(=O)(=O)Cl (benzenesulfonyl chloride), NCCN1C2=C(C=3C=CC=CC13)CCN(CC2)C(=O)OC(C)(C)C (tert-Butyl 6-(2-aminoethyl)-1,4,5,6-tetrahydroazepino[4,5-b]indole-3(2H)-carboxylate). Run in C1CCOC1 (THF). Reaction conditions: time 19 hour. The product is C1(=CC=CC=C1)S(=O)(=O)NCCN1C2=C(C=3C=CC=CC13)CCN(CC2)C(=O)OC(C)(C)C (tert-butyl 6-{2-[(phenylsulfonyl)amino]ethyl}-1,4,5,6-tetrahydroazepino[4,5-b]indole-3(2H)-carboxylate). Yield: 75.1%. RXN SMILES: [NH2:1][CH2:2][CH2:3][N:4]1[C:12]2[CH:11]=[CH:10][CH:9]=[CH:8][C:7]=2[C:6]2[CH2:13][CH2:14][N:15]([C:18]([O:20][C:21]([CH3:24])([CH3:23])[CH3:22])=[O:19])[CH2:16][CH2:17][C:5]1=2.C(N(C(C)C)CC)(C)C.[C:34]1([S:40](Cl)(=[O:42])=[O:41])[CH:39]=[CH:38][CH:37]=[CH:36][CH:35]=1.C(O)(=O)CC(CC(O)=O)(C(O)=O)O>C1COCC1>[C:34]1([S:40]([NH:1][CH2:2][CH2:3][N:4]2[C:12]3[CH:11]=[CH:10][CH:9]=[CH:8][C:7]=3[C:6]3[CH2:13][CH2:14][N:15]([C:18]([O:20][C:21]([CH3:24])([CH3:23])[CH3:22])=[O:19])[CH2:16][CH2:17][C:5]2=3)(=[O:42])=[O:41])[CH:39]=[CH:38][CH:37]=[CH:36][CH:35]=1. Procedure: tert-Butyl 6-(2-aminoethyl)-1,4,5,6-tetrahydroazepino[4,5-b]indole-3(2H)-carboxylate (0.0403 g, 0.122 mmol) was dissolved in THF (2 mL) at rt under N2. Diisopropylethylamine (0.043 mL, 0.0316 g, 0.245 mmol, 2.00 equiv.) and benzenesulfonyl chloride (0.023 mL, 0.0324 g, 0. 183 mmol, 1.50 equiv.) were added, then the reaction mixture was stirred for 19 h. Citric acid (10%) was added and the reaction rmixture was stirred for 15 min. The reaction mixture was extracted with EtOAc, and the organic lay...